This data is from the Open Reaction Database (ORD), a public repository of structured organic reaction records. The task is: describe an organic reaction: reactants, conditions, products, and yield Reactants: CN(C)c1ccccn1, CCOC(C)=O, CCN(C(C)C)C(C)C, CC(C)(C)CC1CNC(c2cccc(Cl)c2F)C1(C#N)c1ccc(Cl)cc1F, O=C(Cl)c1ccc(Cl)nc1, ClCCl. Yields the product CC(C)(C)CC1CN(C(=O)c2ccc(Cl)nc2)C(c2cccc(Cl)c2F)C1(C#N)c1ccc(Cl)cc1F. Reaction SMILES: [CH3:38][N:39]([c:40]1[cH:41][cH:42][cH:43][cH:44][n:45]1)[CH3:46].[CH3:60][CH2:61][O:62][C:63]([CH3:64])=[O:65].[CH:29]([N:30]([CH:31]([CH3:32])[CH3:33])[CH2:34][CH3:35])([CH3:36])[CH3:37].[Cl:1][c:2]1[c:3]([F:28])[c:4]([CH:8]2[NH:9][CH2:10][CH:11]([CH2:23][C:24]([CH3:25])([CH3:26])[CH3:27])[C:12]2([C:13]#[N:14])[c:15]2[c:16]([F:22])[cH:17][c:18]([Cl:21])[cH:19][cH:20]2)[cH:5][cH:6][cH:7]1.[Cl:47][c:48]1[n:49][cH:50][c:51]([C:52](=[O:53])[Cl:54])[cH:55][cH:56]1.[Cl:57][CH2:58][Cl:59]>>[Cl:1][c:2]1[c:3]([F:28])[c:4]([CH:8]2[N:9]([C:52]([c:51]3[cH:50][n:49][c:48]([Cl:47])[cH:56][cH:55]3)=[O:53])[CH2:10][CH:11]([CH2:23][C:24]([CH3:25])([CH3:26])[CH3:27])[C:12]2([C:13]#[N:14])[c:15]2[c:16]([F:22])[cH:17][c:18]([Cl:21])[cH:19][cH:20]2)[cH:5][cH:6][cH:7]1. Starting materials: C1COCCO1, CN1CCCC1=O, CC(C)Oc1ncc(-c2nc(-c3cccc4c(CCC(=O)OC(C)(C)C)nccc34)no2)cc1Cl, Cl. Product: CC(C)Oc1ncc(-c2nc(-c3cccc4c(CCC(=O)O)nccc34)no2)cc1Cl. As a reaction SMILES: [CH2:37]1[O:38][CH2:39][CH2:40][O:41][CH2:42]1.[CH3:43][N:44]1[CH2:45][CH2:46][CH2:47][C:48]1=[O:49].[Cl:1][c:2]1[cH:3][c:4](-[c:12]2[n:13][c:14](-[c:17]3[c:18]4[cH:19][cH:20][n:21][c:22]([CH2:27][CH2:28][C:29](=[O:30])[O:31][C:32]([CH3:33])([CH3:34])[CH3:35])[c:23]4[cH:24][cH:25][cH:26]3)[n:15][o:16]2)[cH:5][n:6][c:7]1[O:8][CH:9]([CH3:10])[CH3:11].[ClH:36]>>[Cl:1][c:2]1[cH:3][c:4](-[c:12]2[n:13][c:14](-[c:17]3[c:18]4[cH:19][cH:20][n:21][c:22]([CH2:27][CH2:28][C:29](=[O:30])[OH:31])[c:23]4[cH:24][cH:25][cH:26]3)[n:15][o:16]2)[cH:5][n:6][c:7]1[O:8][CH:9]([CH3:10])[CH3:11]. Reactants: N1=NC=C(C=C1)NC(OCC(Cl)(Cl)Cl)=O (2,2,2-trichloroethyl pyridazin-4-ylcarbamate), C1(=CC=CC=C1)C1=NSC(=N1)N1CCNCC1 (1-(3-phenyl-1,2,4-thiadiazol-5-yl)piperazine), C(C)(C)N(CC)C(C)C (diisopropylethylamine), CS(=O)C (dimethylsulfoxide). Solvent: O (water). The product is C1(=CC=CC=C1)C1=NSC(=N1)N1CCN(CC1)C(=O)NC1=CN=NC=C1 (4-(3-Phenyl-1,2,4-thiadiazol-5-yl)-N-pyridazin-4-ylpiperazine-1-carboxamide). Isolated yield 40.5%. Reaction SMILES: [N:1]1[CH:6]=[CH:5][C:4]([NH:7][C:8](=[O:15])OCC(Cl)(Cl)Cl)=[CH:3][N:2]=1.[C:16]1([C:22]2[N:26]=[C:25]([N:27]3[CH2:32][CH2:31][NH:30][CH2:29][CH2:28]3)[S:24][N:23]=2)[CH:21]=[CH:20][CH:19]=[CH:18][CH:17]=1.C(N(C(C)C)CC)(C)C.CS(C)=O>O>[C:16]1([C:22]2[N:26]=[C:25]([N:27]3[CH2:32][CH2:31][N:30]([C:8]([NH:7][C:4]4[CH:5]=[CH:6][N:1]=[N:2][CH:3]=4)=[O:15])[CH2:29][CH2:28]3)[S:24][N:23]=2)[CH:17]=[CH:18][CH:19]=[CH:20][CH:21]=1. Procedure details: A solution of 2,2,2-trichloroethyl pyridazin-4-ylcarbamate (100 mg, 0.370 mmol), 1-(3-phenyl-1,2,4-thiadiazol-5-yl)piperazine (88.9 mg, 0.370 mmol), diisopropylethylamine (0.0645 ml, 0.370 mmol) and dimethylsulfoxide (2 ml) was stirred at 70° C. for 12 hours, the reaction mixture was poured into water and the mixture was extracted with ethyl acetate. The extract was washed with water and dried over anhydrous magnesium sulfate and the solvent was distilled off under reduced pressure. The residue ... Reactants: CCC1CC(O)CC1c1nnc2cnc3c(ccn3COCC[Si](C)(C)C)n12, CS(=O)(=O)Cl, ClCCl. Product: CCC1CC(OS(C)(=O)=O)CC1c1nnc2cnc3c(ccn3COCC[Si](C)(C)C)n12. RXN SMILES: [CH2:1]([CH3:2])[CH:3]1[CH2:4][CH:5]([OH:28])[CH2:6][CH:7]1[c:8]1[n:9][n:10][c:11]2[n:12]1[c:13]1[c:14]([n:15][cH:16]2)[n:17]([CH2:20][O:21][CH2:22][CH2:23][Si:24]([CH3:25])([CH3:26])[CH3:27])[cH:18][cH:19]1.[CH3:29][S:30]([Cl:31])(=[O:32])=[O:33].[Cl:34][CH2:35][Cl:36]>>[CH2:1]([CH3:2])[CH:3]1[CH2:4][CH:5]([O:28][S:30]([CH3:29])(=[O:32])=[O:33])[CH2:6][CH:7]1[c:8]1[n:9][n:10][c:11]2[n:12]1[c:13]1[c:14]([n:15][cH:16]2)[n:17]([CH2:20][O:21][CH2:22][CH2:23][Si:24]([CH3:25])([CH3:26])[CH3:27])[cH:18][cH:19]1. Starting materials: O=C1CCC(=O)N1Br, O=C(OOC(=O)c1ccccc1)c1ccccc1, ClC(Cl)(Cl)Cl, Cc1ccc(Br)c(F)c1. The product is Fc1cc(CBr)ccc1Br. As a reaction SMILES: [Br:10][N:11]1[C:12](=[O:13])[CH2:14][CH2:15][C:16]1=[O:17].[C:18]([O:19][O:20][C:21](=[O:22])[c:23]1[cH:24][cH:25][cH:26][cH:27][cH:28]1)(=[O:29])[c:30]1[cH:31][cH:32][cH:33][cH:34][cH:35]1.[Cl:36][C:37]([Cl:38])([Cl:39])[Cl:40].[F:1][c:2]1[cH:3][c:4]([CH3:9])[cH:5][cH:6][c:7]1[Br:8]>>[F:1][c:2]1[cH:3][c:4]([CH2:9][Br:10])[cH:5][cH:6][c:7]1[Br:8]. Reactants: CNCc1c(C)c2ccccc2n1C, C(=NC1CCCCC1)=NC1CCCCC1, Nc1ccc(C=CC(=O)O)cn1, O, On1nnc2ccccc21. The product is Cc1c(CN(C)C(=O)C=Cc2ccc(N)nc2)n(C)c2ccccc12. RXN SMILES: [CH3:1][n:2]1[c:3]([CH2:12][NH:13][CH3:14])[c:4]([CH3:11])[c:5]2[cH:6][cH:7][cH:8][cH:9][c:10]12.[CH:38]1([N:39]=[C:40]=[N:41][CH:42]2[CH2:43][CH2:44][CH2:45][CH2:46][CH2:47]2)[CH2:48][CH2:49][CH2:50][CH2:51][CH2:52]1.[NH2:15][c:16]1[cH:17][cH:18][c:19]([CH:22]=[CH:23][C:24](=[O:25])[OH:26])[cH:20][n:21]1.[OH2:37].[OH:27][n:28]1[c:29]2[c:30]([cH:31][cH:32][cH:33][cH:34]2)[n:35][n:36]1>>[CH3:1][n:2]1[c:3]([CH2:12][N:13]([CH3:14])[C:24]([CH:23]=[CH:22][c:19]2[cH:18][cH:17][c:16]([NH2:15])[n:21][cH:20]2)=[O:26])[c:4]([CH3:11])[c:5]2[cH:6][cH:7][cH:8][cH:9][c:10]12. The reactants are FC=1C=C2C(=CNC2=CC1)CC1=CC=NC=C1 (5-fluoro-3-(4-pyridinylmethyl)-1H-indole). Reagents/catalysts: O=[Pt]=O (PtO2). Run in C(C)O (ethanol), C(C)(=O)O (acetic acid). Conditions: time 48 hour. Yields the product FC=1C=C2C(=CNC2=CC1)CC1CCNCC1 (5-Fluoro-3-(4-piperidinylmethyl)-1H-indole). Reaction SMILES: [F:1][C:2]1[CH:3]=[C:4]2[C:8](=[CH:9][CH:10]=1)[NH:7][CH:6]=[C:5]2[CH2:11][C:12]1[CH:17]=[CH:16][N:15]=[CH:14][CH:13]=1>C(O)C.C(O)(=O)C.O=[Pt]=O>[F:1][C:2]1[CH:3]=[C:4]2[C:8](=[CH:9][CH:10]=1)[NH:7][CH:6]=[C:5]2[CH2:11][CH:12]1[CH2:17][CH2:16][NH:15][CH2:14][CH2:13]1. Reported procedure: A mixture of 5-fluoro-3-(4-pyridinylmethyl)-1H-indole (4.50 g, 20 mmol) and PtO2 (0.50 g, 2.2 mmol) in ethanol and acetic acid is hydrogenated under 45 psi at room temperature for 48 hr. After filtration of the catalyst and concentration of the filtrate, the residue is taken up with water, basified to pH 11 with 1N NaOH and extracted with CH2Cl2/iPrOH (3/1). The combined extracts are dried over Na2SO4 and concentrated in vacuo to give a pink solid. The solid is crystallized from EtOAc to afford ...